Dataset: the Open Reaction Database (ORD), a public repository of structured organic reaction records. Task: describe an organic reaction: reactants, conditions, products, and yield The product is Clc1ccccc1C(Br)c1ccccc1Cl. Reaction SMILES: [BrH:17].[CH3:19][C:20](=[O:21])[OH:22].[Cl:1][c:2]1[c:3]([CH:8]([OH:9])[c:10]2[c:11]([Cl:16])[cH:12][cH:13][cH:14][cH:15]2)[cH:4][cH:5][cH:6][cH:7]1.[OH2:18]>>[Cl:1][c:2]1[c:3]([CH:8]([c:10]2[c:11]([Cl:16])[cH:12][cH:13][cH:14][cH:15]2)[Br:17])[cH:4][cH:5][cH:6][cH:7]1. Reactants: Br, CC(=O)O, OC(c1ccccc1Cl)c1ccccc1Cl, O. Reactants: C(#N)C1=CNC2=CC=C(C=C12)CCNC(C1=CC=C(C=C1)C1=NC(=NC=C1)Cl)=O (N-[2-(3-Cyano-1H-indol-5-yl)-ethyl]-4-[2-chloropyrimidin-4-yl]benzamide), alkoxide, COCCO (2-methoxyethanol), [H-].[Na+] (sodium hydride), alkoxide. The solvent is CS(=O)C (DMSO). Run at temperature 60 celsius, time 2 hour. The product is C(#N)C1=CNC2=CC=C(C=C12)CCNC(C1=CC=C(C=C1)C1=NC(=NC=C1)OCCOC)=O (N-[2-(3-Cyano-1H-indol-5-yl)-ethyl]-4-[2-(2-methoxyethoxy)-pyrimidin-4-yl]benzamide). As a reaction SMILES: [CH3:1][O:2][CH2:3][CH2:4][OH:5].[H-].[Na+].[C:8]([C:10]1[C:18]2[C:13](=[CH:14][CH:15]=[C:16]([CH2:19][CH2:20][NH:21][C:22](=[O:36])[C:23]3[CH:28]=[CH:27][C:26]([C:29]4[CH:34]=[CH:33][N:32]=[C:31](Cl)[N:30]=4)=[CH:25][CH:24]=3)[CH:17]=2)[NH:12][CH:11]=1)#[N:9]>CS(C)=O>[C:8]([C:10]1[C:18]2[C:13](=[CH:14][CH:15]=[C:16]([CH2:19][CH2:20][NH:21][C:22](=[O:36])[C:23]3[CH:28]=[CH:27][C:26]([C:29]4[CH:34]=[CH:33][N:32]=[C:31]([O:5][CH2:4][CH2:3][O:2][CH3:1])[N:30]=4)=[CH:25][CH:24]=3)[CH:17]=2)[NH:12][CH:11]=1)#[N:9] |f:1.2|. Procedure: To a solution of 2-methoxyethanol (0.118 mL, 1.50 mmoles) in DMSO (5 mL) was added sodium hydride (Aldrich, 60% dispersion, 0.0720 g, 1.80 mmoles), followed by stirring until H2 evolution ceased (15 minutes). One milliliter of this alkoxide stock solution was added to N-[2-(3-Cyano-1H-indol-5-yl)-ethyl]-4-[2-chloropyrimidin-4-yl]benzamide (0.147 g, 0.249 mmoles, reference example 1az), followed by heating (60° C.). After two hours, another 0.5 mL of the alkoxide stock solution was added. After t... Reaction SMILES: [CH2:1]([O:3][C:4]([C:6]1[NH:14][C:13]2[CH:12]=[CH:11][N:10]=[CH:9][C:8]=2[C:7]=1[NH:15][C:16]1[CH:21]=[CH:20][C:19]([I:22])=[CH:18][C:17]=1[F:23])=[O:5])[CH3:2].C(=O)([O-])[O-].[K+].[K+].[I-].[Na+].Br[CH2:33][CH2:34][O:35][CH3:36]>CN(C=O)C.O>[CH2:1]([O:3][C:4]([C:6]1[N:14]([CH2:33][CH2:34][O:35][CH3:36])[C:13]2[CH:12]=[CH:11][N:10]=[CH:9][C:8]=2[C:7]=1[NH:15][C:16]1[CH:21]=[CH:20][C:19]([I:22])=[CH:18][C:17]=1[F:23])=[O:5])[CH3:2] |f:1.2.3,4.5|. The solvent is CN(C)C=O (DMF), O (water). Run at temperature 90 celsius, time 2 day. Isolated yield 16.6%. The reactants are C(C)OC(=O)C1=C(C=2C=NC=CC2N1)NC1=C(C=C(C=C1)I)F (3-(2-Fluoro-4-iodo-phenylamino)-1H-pyrrolo[3,2-c]pyridine-2-carboxylic acid ethyl ester), C([O-])([O-])=O.[K+].[K+] (potassium carbonate), [I-].[Na+] (sodium iodide), BrCCOC (1-bromo-2-methoxy-ethane). The product is C(C)OC(=O)C1=C(C=2C=NC=CC2N1CCOC)NC1=C(C=C(C=C1)I)F (3-(2-Fluoro-4-iodo-phenylamino)-1-(2-methoxy-ethyl)-1H-pyrrolo[3,2-c]pyridine-2-carboxylic acid ethyl ester). Procedure details: A mixture of 3-(2-Fluoro-4-iodo-phenylamino)-1H-pyrrolo[3,2-c]pyridine-2-carboxylic acid ethyl ester (234 mg, 0.55 mmol), potassium carbonate (91 mg, 0.66 mg), sodium iodide (103 mg, 0.69 mmol) and 1-bromo-2-methoxy-ethane (0.057 mL, 0.61 mmol) in DMF (5 mL) was stirred a 90° C. for 2 days. It was cooled to room temperature, diluted with water and extracted into ethyl acetate. The organic layer was separated then washed with water followed by brine, then dried (Na2SO4), filtered and concentrated... The reactants are ClCCl, CSc1nc(-c2cccc(N)c2)c2c(N)c(C(=O)NC(C)(C)C)sc2n1, Cc1ccc(S(=O)(=O)Cl)cc1, c1ccncc1. Product: CSc1nc(-c2cccc(NS(=O)(=O)c3ccc(C)cc3)c2)c2c(N)c(C(=O)NC(C)(C)C)sc2n1. RXN SMILES: [Cl:44][CH2:45][Cl:46].[NH2:1][c:2]1[c:3]([C:20](=[O:21])[NH:22][C:23]([CH3:24])([CH3:25])[CH3:26])[s:4][c:5]2[n:6][c:7]([S:18][CH3:19])[n:8][c:9](-[c:11]3[cH:12][c:13]([NH2:17])[cH:14][cH:15][cH:16]3)[c:10]12.[c:27]1([CH3:37])[cH:28][cH:29][c:30]([S:33](=[O:34])(=[O:35])[Cl:36])[cH:31][cH:32]1.[cH:38]1[cH:39][cH:40][n:41][cH:42][cH:43]1>>[NH2:1][c:2]1[c:3]([C:20](=[O:21])[NH:22][C:23]([CH3:24])([CH3:25])[CH3:26])[s:4][c:5]2[n:6][c:7]([S:18][CH3:19])[n:8][c:9](-[c:11]3[cH:12][c:13]([NH:17][S:33]([c:30]4[cH:29][cH:28][c:27]([CH3:37])[cH:32][cH:31]4)(=[O:34])=[O:35])[cH:14][cH:15][cH:16]3)[c:10]12. Reactants: OCC1CCCCO1, O=C1c2ccccc2C(=O)N1CCCc1cccc(O)c1. Product: O=C1c2ccccc2C(=O)N1CCCc1cccc(OCC2CCCCO2)c1. Reaction SMILES: [O:22]1[CH:23]([CH2:28][OH:29])[CH2:24][CH2:25][CH2:26][CH2:27]1.[OH:1][c:2]1[cH:3][c:4]([CH2:8][CH2:9][CH2:10][N:11]2[C:12](=[O:21])[c:13]3[cH:14][cH:15][cH:16][cH:17][c:18]3[C:19]2=[O:20])[cH:5][cH:6][cH:7]1>>[O:1]([c:2]1[cH:3][c:4]([CH2:8][CH2:9][CH2:10][N:11]2[C:12](=[O:21])[c:13]3[cH:14][cH:15][cH:16][cH:17][c:18]3[C:19]2=[O:20])[cH:5][cH:6][cH:7]1)[CH2:28][CH:23]1[O:22][CH2:27][CH2:26][CH2:25][CH2:24]1. Reactants: ClCCl, Fc1cc(C2NCCc3ccccc32)ccc1C(F)(F)F, O=C=Nc1ccc(F)cc1. Product: O=C(Nc1ccc(F)cc1)N1CCc2ccccc2C1c1ccc(C(F)(F)F)c(F)c1. RXN SMILES: [Cl:32][CH2:33][Cl:34].[F:1][c:2]1[cH:3][c:4]([CH:12]2[NH:13][CH2:14][CH2:15][c:16]3[cH:17][cH:18][cH:19][cH:20][c:21]32)[cH:5][cH:6][c:7]1[C:8]([F:9])([F:10])[F:11].[F:22][c:23]1[cH:24][cH:25][c:26]([N:29]=[C:30]=[O:31])[cH:27][cH:28]1>>[F:1][c:2]1[cH:3][c:4]([CH:12]2[N:13]([C:30]([NH:29][c:26]3[cH:25][cH:24][c:23]([F:22])[cH:28][cH:27]3)=[O:31])[CH2:14][CH2:15][c:16]3[cH:17][cH:18][cH:19][cH:20][c:21]32)[cH:5][cH:6][c:7]1[C:8]([F:9])([F:10])[F:11]. Reactants: O=C1CCC(=O)N1Br, CC(=O)O, CC#N, c1cc2cc(-c3ccc(OC4CN5CCC4CC5)nn3)ccc2[nH]1. Yields the product Brc1c[nH]c2ccc(-c3ccc(OC4CN5CCC4CC5)nn3)cc12. As a reaction SMILES: [Br:29][N:30]1[C:31](=[O:32])[CH2:33][CH2:34][C:35]1=[O:36].[C:25]([OH:26])(=[O:27])[CH3:28].[CH3:37][C:38]#[N:39].[N:1]12[CH2:2][CH:3]([O:9][c:10]3[cH:11][cH:12][c:13](-[c:16]4[cH:17][c:18]5[cH:19][cH:20][nH:21][c:22]5[cH:23][cH:24]4)[n:14][n:15]3)[CH:4]([CH2:5][CH2:6]1)[CH2:7][CH2:8]2>>[N:1]12[CH2:2][CH:3]([O:9][c:10]3[cH:11][cH:12][c:13](-[c:16]4[cH:17][c:18]5[c:19]([Br:29])[cH:20][nH:21][c:22]5[cH:23][cH:24]4)[n:14][n:15]3)[CH:4]([CH2:5][CH2:6]1)[CH2:7][CH2:8]2.